This data is from the Open Reaction Database (ORD), a public repository of structured organic reaction records. The task is: describe an organic reaction: reactants, conditions, products, and yield Reported procedure: The title compound was prepared according to the procedure described in step-2 of Intermediate-8 by using 3-fluoro-4-(trifluoromethyl)benzamide (0.200 g), oxalyl chloride (0.025 mL) and EDC (15 mL) to afford 0.150 g of the desired product. The reactants are FC=1C=C(C(=O)N)C=CC1C(F)(F)F (3-fluoro-4-(trifluoromethyl)benzamide), C(C(=O)Cl)(=O)Cl (oxalyl chloride). The product is FC=1C=C(C(=O)N=C=O)C=CC1C(F)(F)F (3-Fluoro-4-(trifluoromethyl)benzoyl isocyanate). Reaction SMILES: [F:1][C:2]1[CH:3]=[C:4]([CH:8]=[CH:9][C:10]=1[C:11]([F:14])([F:13])[F:12])[C:5]([NH2:7])=[O:6].C(Cl)(=O)[C:16](Cl)=[O:17]>C(Cl)CCl>[F:1][C:2]1[CH:3]=[C:4]([CH:8]=[CH:9][C:10]=1[C:11]([F:12])([F:13])[F:14])[C:5]([N:7]=[C:16]=[O:17])=[O:6]. Run in C(CCl)Cl (EDC). Reactants: BrCC=1C(=C(C2=CC=CC=C2C1)C1=CC=C(C=C1)Cl)[C@@H](C(=O)OCC)OC(C)(C)C ((S)-ethyl 2-(3-(bromomethyl)-1-(4-chlorophenyl)naphthalen-2-yl)-2-tert-butoxyacetate), CNC (dimethylamine). Solvent: C1CCOC1 (THF). Reaction conditions: time 1 hour. Yields the product C(C)(C)(C)O[C@H](C(=O)OCC)C1=C(C2=CC=CC=C2C=C1CN(C)C)C1=CC=C(C=C1)Cl ((S)-ethyl 2-tert-butoxy-2-(1-(4-chlorophenyl)-3-((dimethyl-amino)methyl)naphthalen-2-yl)acetate). Reaction SMILES: Br[CH2:2][C:3]1[C:4]([C@H:20]([O:26][C:27]([CH3:30])([CH3:29])[CH3:28])[C:21]([O:23][CH2:24][CH3:25])=[O:22])=[C:5]([C:13]2[CH:18]=[CH:17][C:16]([Cl:19])=[CH:15][CH:14]=2)[C:6]2[C:11]([CH:12]=1)=[CH:10][CH:9]=[CH:8][CH:7]=2.[CH3:31][NH:32][CH3:33]>C1COCC1>[C:27]([O:26][C@@H:20]([C:4]1[C:3]([CH2:2][N:32]([CH3:33])[CH3:31])=[CH:12][C:11]2[C:6](=[CH:7][CH:8]=[CH:9][CH:10]=2)[C:5]=1[C:13]1[CH:18]=[CH:17][C:16]([Cl:19])=[CH:15][CH:14]=1)[C:21]([O:23][CH2:24][CH3:25])=[O:22])([CH3:28])([CH3:29])[CH3:30]. Reported procedure: To a solution of (S)-ethyl 2-(3-(bromomethyl)-1-(4-chlorophenyl)naphthalen-2-yl)-2-tert-butoxyacetate (12 mg, 0.0245 mmol) in THF (1 mL) was added dimethylamine (2 M in THF, 0.12 μL). The reaction mixture was stirred at room temperature for 1 h. Removal of the solvent in vacuo followed by purification of the residue by flash chromatography (silica gel, ethyl acetate/hexanes) provided 8 mg of the desired product. LCMS-ESI+ (m/z): [M+H]+ calcd for C27H33ClNO3: 454.2. Found: 454.2, 456.1. Reactants: B, CC(NC1CN(C(=O)OC(C)(C)C)CC1C(=O)N1CCCC(Cc2ccc(F)cc2)C1)c1ccccc1, CC(=O)O, CO, C1CCOC1, C1CCOC1. The product is CC(NC1CN(C(=O)OC(C)(C)C)CC1CN1CCCC(Cc2ccc(F)cc2)C1)c1ccccc1. RXN SMILES: [BH3:43].[C:1]([CH3:2])([CH3:3])([CH3:4])[O:5][C:6](=[O:7])[N:8]1[CH2:9][CH:10]([C:22](=[O:23])[N:24]2[CH2:25][CH:26]([CH2:30][c:31]3[cH:32][cH:33][c:34]([F:37])[cH:35][cH:36]3)[CH2:27][CH2:28][CH2:29]2)[CH:11]([NH:13][CH:14]([CH3:15])[c:16]2[cH:17][cH:18][cH:19][cH:20][cH:21]2)[CH2:12]1.[CH3:49][C:50](=[O:51])[OH:52].[CH3:53][OH:54].[O:38]1[CH2:39][CH2:40][CH2:41][CH2:42]1.[O:44]1[CH2:45][CH2:46][CH2:47][CH2:48]1>>[C:1]([CH3:2])([CH3:3])([CH3:4])[O:5][C:6](=[O:7])[N:8]1[CH2:9][CH:10]([CH2:22][N:24]2[CH2:25][CH:26]([CH2:30][c:31]3[cH:32][cH:33][c:34]([F:37])[cH:35][cH:36]3)[CH2:27][CH2:28][CH2:29]2)[CH:11]([NH:13][CH:14]([CH3:15])[c:16]2[cH:17][cH:18][cH:19][cH:20][cH:21]2)[CH2:12]1. Reactants: resultant solution, C(C)(C)(C)OC(=O)N[C@@](C(=O)OCC)(CCCC1=C(C=C(C=C1)OC1=CC(=CC=C1)C(F)(F)F)Cl)C (Ethyl(R)-2-t-butoxycarbonylamino-5-[2-chloro-4-(3-trifluoromethylphenoxy)phenyl]-2-methylpentanoate), [BH4-].[Li+] (lithium borohydride), C(C)O (ethanol), C(CC(O)(C(=O)O)CC(=O)O)(=O)O (citric acid). The solvent is C1CCOC1 (THF). Yields the product C(C)(C)(C)OC(=O)N[C@@](CO)(CCCC1=C(C=C(C=C1)OC1=CC(=CC=C1)C(F)(F)F)Cl)C ((R)-2-t-butoxycarbonylamino-5-[2-chloro-4-(3-trifluoromethylphenoxy)phenyl]-2-methylpentan-1-ol). The yield is 98.8%. RXN SMILES: [C:1]([O:5][C:6]([NH:8][C@:9]([CH3:36])([CH2:15][CH2:16][CH2:17][C:18]1[CH:23]=[CH:22][C:21]([O:24][C:25]2[CH:30]=[CH:29][CH:28]=[C:27]([C:31]([F:34])([F:33])[F:32])[CH:26]=2)=[CH:20][C:19]=1[Cl:35])[C:10](OCC)=[O:11])=[O:7])([CH3:4])([CH3:3])[CH3:2].[BH4-].[Li+].C(O)C.C(O)(=O)CC(CC(O)=O)(C(O)=O)O>C1COCC1>[C:1]([O:5][C:6]([NH:8][C@:9]([CH3:36])([CH2:15][CH2:16][CH2:17][C:18]1[CH:23]=[CH:22][C:21]([O:24][C:25]2[CH:30]=[CH:29][CH:28]=[C:27]([C:31]([F:32])([F:33])[F:34])[CH:26]=2)=[CH:20][C:19]=1[Cl:35])[CH2:10][OH:11])=[O:7])([CH3:4])([CH3:2])[CH3:3] |f:1.2|. Reported procedure: To a solution of the compound of Example 11 (1.00 g) in THF (14 mL) was added under ice cooling lithium borohydride (229 mg), and then ethanol (1.4 mL) was added dropwise. The resultant solution was then stirred for 1 hour under ice cooling. To the reaction solution was added 10% aqueous citric acid, extracted with ethyl acetate, washed with water and saturated brine in that order, and then dried over anhydrous sodium sulfate. The solvent was evaporated, and the resultant residue was purified by... Reactants: ClCl (chlorine), CSC1CC(N1CC(CC(=O)OCC)=O)=O (Ethyl 4-(4-methylthio-2-oxoazetidin-1-yl)-3-oxobutyrate), ClCl (chlorine). Run in C(Cl)(Cl)(Cl)Cl (carbon tetrachloride), C(Cl)(Cl)(Cl)Cl (carbon tetrachloride). Conditions: time 3 minute. The product is ClC1CC(N1CC(CC(=O)OCC)=O)=O (ethyl 4-(4-chloro-2-oxoazetidin-1-yl)-3-oxobutyrate). Isolated yield 105.6%. Reaction SMILES: CS[CH:3]1[N:6]([CH2:7][C:8](=[O:15])[CH2:9][C:10]([O:12][CH2:13][CH3:14])=[O:11])[C:5](=[O:16])[CH2:4]1.[Cl:17]Cl>C(Cl)(Cl)(Cl)Cl>[Cl:17][CH:3]1[N:6]([CH2:7][C:8](=[O:15])[CH2:9][C:10]([O:12][CH2:13][CH3:14])=[O:11])[C:5](=[O:16])[CH2:4]1. Procedure: Ethyl 4-(4-methylthio-2-oxoazetidin-1-yl)-3-oxobutyrate (400 mg, 1.63 mmole) was dissolved in dry carbon tetrachloride (15 ml) and the solution was stirred and ice-cooled while chlorine (115 mg, 1.6 mmmole) in carbon tetrachloride (1.4 ml) was added in one portion. After addition of the chlorine, the cooling bath was removed and stirring was continued for 3 minutes. The solvent was removed under reduced pressure to yield ethyl 4-(4-chloro-2-oxoazetidin-1-yl)-3-oxobutyrate as a pale yellow gum (4... The reactants are ClC1=C(C=CC(=C1)C=1N=NNN1)NC1=NC=C(C(=N1)NC)C(F)(F)F (N2-(2-chloro-4-(2H-tetrazol-5-yl)phenyl)-N4-methyl-5-(trifluoromethyl)pyrimidine-2,4-diamine), C(=O)([O-])[O-].[K+].[K+] (K2CO3), CI (methyl iodide). Run in CC(=O)C (acetone). Reaction conditions: temperature 40 celsius. Product: ClC1=C(C=CC(=C1)C=1N=NN(N1)C)NC1=NC=C(C(=N1)NC)C(F)(F)F (N2-(2-chloro-4-(2-methyl-2H-tetrazol-5-yl)phenyl)-N4-methyl-5-(trifluoromethyl)pyrimidine-2,4-diamine). Yield: 68.5%. RXN SMILES: [Cl:1][C:2]1[CH:7]=[C:6]([C:8]2[N:9]=[N:10][NH:11][N:12]=2)[CH:5]=[CH:4][C:3]=1[NH:13][C:14]1[N:19]=[C:18]([NH:20][CH3:21])[C:17]([C:22]([F:25])([F:24])[F:23])=[CH:16][N:15]=1.[C:26]([O-])([O-])=O.[K+].[K+].CI>CC(C)=O>[Cl:1][C:2]1[CH:7]=[C:6]([C:8]2[N:12]=[N:11][N:10]([CH3:26])[N:9]=2)[CH:5]=[CH:4][C:3]=1[NH:13][C:14]1[N:19]=[C:18]([NH:20][CH3:21])[C:17]([C:22]([F:24])([F:25])[F:23])=[CH:16][N:15]=1 |f:1.2.3|. Procedure details: A mixture of N2-(2-chloro-4-(2H-tetrazol-5-yl)phenyl)-N4-methyl-5-(trifluoromethyl)pyrimidine-2,4-diamine (80 mg, 0.22 mmol), K2CO3 (45 mg, 0.32 mmol) and methyl iodide (15 uL, 0.24 mmol) in acetone (2 mL) was heated at 40° C. for 1 h. The mixture was cooled and filtered. The filtrate was concentrated under reduced pressure and the crude residue purified via silica gel column chromatography (0-100% ethyl acetate/isohexane) to give N2-(2-chloro-4-(2-methyl-2H-tetrazol-5-yl)phenyl)-N4-methyl-5-(tr... Reactants: CN1CCC(c2cccc3ccccc23)CC1, O=C(Cl)OCC(Cl)(Cl)Cl, ClCCCl. The product is O=C(OCC(Cl)(Cl)Cl)N1CCC(c2cccc3ccccc23)CC1. Reaction SMILES: [CH3:1][N:2]1[CH2:3][CH2:4][CH:5]([c:8]2[cH:9][cH:10][cH:11][c:12]3[cH:13][cH:14][cH:15][cH:16][c:17]23)[CH2:6][CH2:7]1.[Cl:18][C:19](=[O:20])[O:21][CH2:22][C:23]([Cl:24])([Cl:25])[Cl:26].[Cl:27][CH2:28][CH2:29][Cl:30]>>[N:2]1([C:19](=[O:20])[O:21][CH2:22][C:23]([Cl:24])([Cl:25])[Cl:26])[CH2:3][CH2:4][CH:5]([c:8]2[cH:9][cH:10][cH:11][c:12]3[cH:13][cH:14][cH:15][cH:16][c:17]23)[CH2:6][CH2:7]1. The reactants are CCO, O=Cc1ccccc1Cl, [Na+], N#C[Na], O, O=S([O-])O, NCCc1cccs1. Yields the product N#CC(NCCc1cccs1)c1ccccc1Cl. RXN SMILES: [CH3:6][CH2:7][OH:8].[Cl:9][c:10]1[c:11]([CH:12]=[O:13])[cH:14][cH:15][cH:16][cH:17]1.[Na+:5].[Na:26][C:27]#[N:28].[OH2:29].[S:1](=[O:2])([OH:3])[O-:4].[s:18]1[c:19]([CH2:23][CH2:24][NH2:25])[cH:20][cH:21][cH:22]1>>[Cl:9][c:10]1[c:11]([CH:12]([NH:25][CH2:24][CH2:23][c:19]2[s:18][cH:22][cH:21][cH:20]2)[C:27]#[N:28])[cH:14][cH:15][cH:16][cH:17]1.